This data is from the Open Reaction Database (ORD), a public repository of structured organic reaction records. The task is: describe an organic reaction: reactants, conditions, products, and yield Starting materials: C(C)OC(=O)CCC=1C(=NN(C1)CC1=CC=C(C(=O)O)C=C1)C1=CC=CC=C1 (4-[4-(2-ethoxycarbonylethyl)-3-phenyl-1H-pyrazol-1-ylmethyl]benzoic acid), NC=1C=NC=CC1 (3-aminopyridine), O.ON1N=NC2=C1C=CC=C2 (1-hydroxybenzotriazole monohydrate), CCN=C=NCCCN(C)C (WSC). The solvent is CN(C=O)C (N,N-dimethylformamide), O (water). Conditions: time 2.5 day. Yields the product C1(=CC=CC=C1)C1=NN(C=C1CCC(=O)OCC)CC1=CC(=CC=C1)C(=O)NC=1C=NC=CC1 (ethyl 3-[3-phenyl-1-[3-(3-pyridylaminocarbonyl)benzyl]-1H-pyrazol-4-yl]propionate). Yield: 58.3%. Reaction SMILES: [CH2:1]([O:3][C:4]([CH2:6][CH2:7][C:8]1[C:9]([C:23]2[CH:28]=[CH:27][CH:26]=[CH:25][CH:24]=2)=[N:10][N:11]([CH2:13][C:14]2[CH:22]=[CH:21][C:17](C(O)=O)=[CH:16][CH:15]=2)[CH:12]=1)=[O:5])[CH3:2].NC1[CH:31]=[N:32][CH:33]=CC=1.O.[OH:37]N1C2C=CC=CC=2N=N1.CCN=C=N[CH2:52][CH2:53][CH2:54][N:55]([CH3:57])C>O.CN(C)C=O>[C:23]1([C:9]2[C:8]([CH2:7][CH2:6][C:4]([O:3][CH2:1][CH3:2])=[O:5])=[CH:12][N:11]([CH2:13][C:14]3[CH:15]=[CH:16][CH:17]=[C:21]([C:31]([NH:32][C:33]4[CH:57]=[N:55][CH:54]=[CH:53][CH:52]=4)=[O:37])[CH:22]=3)[N:10]=2)[CH:28]=[CH:27][CH:26]=[CH:25][CH:24]=1 |f:2.3|. Procedure: A mixture of 4-[4-(2-ethoxycarbonylethyl)-3-phenyl-1H-pyrazol-1-ylmethyl]benzoic acid (400 mg), 3-aminopyridine (160 mg), 1-hydroxybenzotriazole monohydrate (200 mg), WSC (250 mg), and N,N-dimethylformamide (10 ml) was stirred at room temperature for 2.5 days. The reaction mixture was poured into water, which was extracted with ethyl acetate. The ethyl acetate layer was washed with saturated aqueous sodium bicarbonate solution, 1 N hydrochloric acid, then, with saturated aqueous sodium chloride ... Starting materials: C(C)(C)(C)OC(=O)N1C(CCCC1)CCOC1=C(C(NC2=CC(=C(C=C12)C(NC1=NC=NC=C1)=O)Cl)=O)C=1SC(=CC1)Cl (2-{2-[7-chloro-3-(5-chlorothiophen-2-yl)-2-oxo-6-(pyrimidin-4-ylcarbamoyl)-1,2-dihydroquinolin-4-yloxy]-ethyl}-piperidine-1-carboxylic acid tert-butyl ester), FC(C(=O)O)(F)F (trifluoroacetic acid). The reagents and catalysts are C1(=CC=CC=C1)OC (anisole). Run at time 0.5 hour. The product is [OH-].[NH4+] (ammonium hydroxide), N1=CN=C(C=C1)NC(=O)C=1C=C2C(=C(C(NC2=CC1Cl)=O)C=1SC(=CC1)Cl)OCCC1NCCCC1 (7-chloro-3-(5-chlorothiophen-2-yl)-2-oxo-4-(2-piperidin-2-yl-ethoxy)-1,2-dihydroquinoline-6-carboxylic acid pyrimidin-4-ylamide). Isolated yield 133.7%. Reaction SMILES: C([O:5]C([N:8]1[CH2:13][CH2:12][CH2:11][CH2:10][CH:9]1[CH2:14][CH2:15][O:16][C:17]1[C:26]2[C:21](=[CH:22][C:23]([Cl:36])=[C:24]([C:27](=[O:35])[NH:28][C:29]3[CH:34]=[CH:33][N:32]=[CH:31][N:30]=3)[CH:25]=2)[NH:20][C:19](=[O:37])[C:18]=1[C:38]1[S:39][C:40]([Cl:43])=[CH:41][CH:42]=1)=O)(C)(C)C.FC(F)(F)C(O)=O>C1(OC)C=CC=CC=1>[OH-:5].[NH4+:8].[N:32]1[CH:33]=[CH:34][C:29]([NH:28][C:27]([C:24]2[CH:25]=[C:26]3[C:21](=[CH:22][C:23]=2[Cl:36])[NH:20][C:19](=[O:37])[C:18]([C:38]2[S:39][C:40]([Cl:43])=[CH:41][CH:42]=2)=[C:17]3[O:16][CH2:15][CH2:14][CH:9]2[CH2:10][CH2:11][CH2:12][CH2:13][NH:8]2)=[O:35])=[N:30][CH:31]=1 |f:3.4|. Reported procedure: To a solution of 2-{2-[7-chloro-3-(5-chlorothiophen-2-yl)-2-oxo-6-(pyrimidin-4-ylcarbamoyl)-1,2-dihydroquinolin-4-yloxy]-ethyl}-piperidine-1-carboxylic acid tert-butyl ester (17 mg in 1.0 dry methylene chloride) was added a few drops of anisole followed by 0.5 mL of trifluoroacetic acid and the mixture stirred at room temperature. After 0.5 hours, the solvents were removed in vacuo and the resulting residue purified flash chromatography on silica gel (methylene chloride:methanol, 97:3+1% ammoniu... Starting materials: ClC1=CC=C(C=C1)[C@H]1N2C(CC=C[C@H]2CCC1)=O ((6S,9aR)-6-(4-chlorophenyl)-3,6,7,8,9,9a-hexahydroquinolizin-4-one), [H][H] (hydrogen). Reagents/catalysts: [Pt]=O (Platinum oxide). Run in CO (methanol). Product: ClC1=CC=C(C=C1)[C@H]1N2C(CCC[C@H]2CCC1)=O ((6S,9aR)-6-(4-chlorophenyl)octahydroquinolizin-4-one). Isolated yield 79.8%. Reaction SMILES: [Cl:1][C:2]1[CH:7]=[CH:6][C:5]([C@@H:8]2[CH2:17][CH2:16][CH2:15][C@H:14]3[N:9]2[C:10](=[O:18])[CH2:11][CH:12]=[CH:13]3)=[CH:4][CH:3]=1.[H][H]>CO.[Pt]=O>[Cl:1][C:2]1[CH:7]=[CH:6][C:5]([C@@H:8]2[CH2:17][CH2:16][CH2:15][C@H:14]3[N:9]2[C:10](=[O:18])[CH2:11][CH2:12][CH2:13]3)=[CH:4][CH:3]=1. Procedure details: Platinum oxide (95 mg) was added to a solution of (6S,9aR)-6-(4-chlorophenyl)-3,6,7,8,9,9a-hexahydroquinolizin-4-one (1.09 g) in methanol (50 mL), and the reaction solution was stirred in a hydrogen atmosphere at room temperature for one hour. The reaction solution was filtered through celite, and the filtrate was concentrated under reduced pressure. The residue was purified by silica gel column chromatography (elution solvent: heptane-ethyl acetate system) to obtain 877 mg of the title compound... The reactants are Cl (HCl), ClC=1C=C(C=C(C1)Cl)[C@@H]1OCCN(C1)C([C@@H](C1=CC=CC=C1)OC)=O ((R)-1-((S)-2-(3,5-dichlorophenyl)-morpholino)-2-methoxy-2-phenylethanone), [Li+].[B-](CC)(CC)CC (Super-hydride). Run in C1CCOC1 (THF), C1CCOC1 (THF). Run at temperature 0 celsius, time 30 minute. The product is ClC=1C=C(C=C(C1)Cl)[C@H]1CNCCO1 ((S)-2-(3,5-dichlorophenyl)morpholine). RXN SMILES: [Cl:1][C:2]1[CH:3]=[C:4]([C@H:9]2[CH2:14][N:13](C(=O)[C@H](OC)C3C=CC=CC=3)[CH2:12][CH2:11][O:10]2)[CH:5]=[C:6]([Cl:8])[CH:7]=1.[Li+].[B-](CC)(CC)CC.Cl>C1COCC1>[Cl:8][C:6]1[CH:5]=[C:4]([C@@H:9]2[O:10][CH2:11][CH2:12][NH:13][CH2:14]2)[CH:3]=[C:2]([Cl:1])[CH:7]=1 |f:1.2,^1:26|. Procedure details: Synthesized according to General Procedure 35. To a stirring solution of (R)-1-((S)-2-(3,5-dichlorophenyl)-morpholino)-2-methoxy-2-phenylethanone (24 mg, 0.06 mmol) and THF (2.2 mL), under N2, at 0° C., was added a solution of Super-hydride in THF (1.0 M, 0.4 mL, 0.4 mmol) dropwise over 10 minutes. The solution was stirred at 0° C. for 30 minutes. The solution was poured into 2M aqueous HCl solution (3 mL) and washed with diethyl ether (3×3 mL). The aqueous phase was concentrated and purified by... The reactants are CC1(C)CC(=O)C2=C(C1)NC1=C(C(=O)CC(C)(C)C1)C2c1ccc([N+](=O)[O-])cc1, CN(C)C=O, COC(=O)Cl, [H-], [Na+], C1CCOC1. Product: COC(=O)N1C2=C(C(=O)CC(C)(C)C2)C(c2ccc([N+](=O)[O-])cc2)C2=C1CC(C)(C)CC2=O. Reaction SMILES: [CH3:3][C:4]1([CH3:31])[CH2:5][C:6](=[O:30])[C:7]2=[C:16]([NH:15][C:14]3=[C:9]([CH:8]2[c:21]2[cH:22][cH:23][c:24]([N+:27](=[O:28])[O-:29])[cH:25][cH:26]2)[C:10](=[O:20])[CH2:11][C:12]([CH3:18])([CH3:19])[CH2:13]3)[CH2:17]1.[CH3:42][N:43]([CH3:44])[CH:45]=[O:46].[Cl:32][C:33](=[O:34])[O:35][CH3:36].[H-:1].[Na+:2].[O:37]1[CH2:38][CH2:39][CH2:40][CH2:41]1>>[CH3:3][C:4]1([CH3:31])[CH2:5][C:6](=[O:30])[C:7]2=[C:16]([N:15]([C:33](=[O:34])[O:35][CH3:36])[C:14]3=[C:9]([CH:8]2[c:21]2[cH:22][cH:23][c:24]([N+:27](=[O:28])[O-:29])[cH:25][cH:26]2)[C:10](=[O:20])[CH2:11][C:12]([CH3:18])([CH3:19])[CH2:13]3)[CH2:17]1. Starting materials: ClC=1C(=NC=C(C1)CO)N[C@H]1CN(CC1)C(=O)OC(C)(C)C (tert-butyl (3R)-3-{[3-chloro-5-(hydroxymethyl)-2-pyridinyl]amino}-1-pyrrolidinecarboxylate). Reagents/catalysts: O=[Mn]=O (MnO2). Run in CCOC(=O)C (AcOEt). Run at time 1.5 hour. Yields the product ClC=1C(=NC=C(C1)C=O)N[C@H]1CN(CC1)C(=O)OC(C)(C)C (tert-butyl (3R)-3-[(3-chloro-5-formyl-2-pyridinyl)amino]-1-pyrrolidinecarboxylate). Isolated yield 100.6%. As a reaction SMILES: [Cl:1][C:2]1[C:3]([NH:10][C@@H:11]2[CH2:15][CH2:14][N:13]([C:16]([O:18][C:19]([CH3:22])([CH3:21])[CH3:20])=[O:17])[CH2:12]2)=[N:4][CH:5]=[C:6]([CH2:8][OH:9])[CH:7]=1>CCOC(C)=O.O=[Mn]=O>[Cl:1][C:2]1[C:3]([NH:10][C@@H:11]2[CH2:15][CH2:14][N:13]([C:16]([O:18][C:19]([CH3:22])([CH3:21])[CH3:20])=[O:17])[CH2:12]2)=[N:4][CH:5]=[C:6]([CH:8]=[O:9])[CH:7]=1. Procedure details: A mixture of tert-butyl (3R)-3-{[3-chloro-5-(hydroxymethyl)-2-pyridinyl]amino}-1-pyrrolidinecarboxylate (0.95 g) and MnO2 (3.02 g) in AcOEt (30 ml) was refluxed under stirring for 1.5 hours. After removal of the insoluble material, and the solvent was evaporated in vacuo to give tert-butyl (3R)-3-[(3-chloro-5-formyl-2-pyridinyl)amino]-1-pyrrolidinecarboxylate (0.95 g).